From a dataset of the Open Reaction Database (ORD), a public repository of structured organic reaction records. describe an organic reaction: reactants, conditions, products, and yield Reactants: [H-].[Al+3].[Li+].[H-].[H-].[H-] (lithium aluminum hydride), [Cl-].[Al+3].[Cl-].[Cl-] (aluminum chloride), FC1=CC=2C3=C(N(C2C=C1)C1=CC=C(C=C1)F)CN(C3)C(=O)OCC (7-Fluoro-4-(p-fluorophenyl)-2-carbethoxy-1,2,3,4-tetrahydropyrrolo[3,4-b]indole). Run in O1CCCC1 (tetrahydrofuran). Conditions: time 30 minute. The product is FC1=CC=2C3=C(N(C2C=C1)C1=CC=C(C=C1)F)CN(C3)C (7-Fluoro-4-(p-fluorophenyl)-2-methyl-1,2,3,4-tetrahydropyrrolo[3,4-b]indole). As a reaction SMILES: [H-].[Al+3].[Li+].[H-].[H-].[H-].[Cl-].[Al+3].[Cl-].[Cl-].[F:11][C:12]1[CH:20]=[CH:19][C:18]2[N:17]([C:21]3[CH:26]=[CH:25][C:24]([F:27])=[CH:23][CH:22]=3)[C:16]3[CH2:28][N:29]([C:31](OCC)=O)[CH2:30][C:15]=3[C:14]=2[CH:13]=1>O1CCCC1>[F:11][C:12]1[CH:20]=[CH:19][C:18]2[N:17]([C:21]3[CH:22]=[CH:23][C:24]([F:27])=[CH:25][CH:26]=3)[C:16]3[CH2:28][N:29]([CH3:31])[CH2:30][C:15]=3[C:14]=2[CH:13]=1 |f:0.1.2.3.4.5,6.7.8.9|. Reported procedure: To a mixture of 244 mg. (6.4 m moles) of lithium aluminum hydride in 20 ml. of dry tetrahydrofuran under a nitrogen atmosphere and cooled to -10° C. is added 284 mg. (2.1 m moles) of aluminum chloride and the resulting reaction mixture allowed to stir for 30 min. 7-Fluoro-4-(p-fluorophenyl)-2-carbethoxy-1,2,3,4-tetrahydropyrrolo[3,4-b]indole (2.9 m moles) in 10 ml. of the same solvent is added dropwise to the cold solution with stirring. After one hour, the reaction is quenched with 5 ml. of wat...